Task: describe an organic reaction: reactants, conditions, products, and yield. Dataset: the Open Reaction Database (ORD), a public repository of structured organic reaction records The reactants are O=[N+]([O-])c1c[nH]c2ncc(Br)c(F)c12, Cl, [Na+], [OH-], Cl[Sn]Cl. Product: Nc1c[nH]c2ncc(Br)c(F)c12. As a reaction SMILES: [Br:4][c:5]1[c:6]([F:17])[c:7]2[c:8]([n:9][cH:10]1)[nH:11][cH:12][c:13]2[N+:14]([O-:15])=[O:16].[ClH:20].[Na+:19].[OH-:18].[Sn:1]([Cl:2])[Cl:3]>>[Br:4][c:5]1[c:6]([F:17])[c:7]2[c:8]([n:9][cH:10]1)[nH:11][cH:12][c:13]2[NH2:14]. Starting materials: O=C([O-])[O-], C1COCCN1, COC(=O)c1ccc(F)cc1Cl, CN1CCCC1=O, CCOC(C)=O, [K+], [K+]. Product: COC(=O)c1ccc(N2CCOCC2)cc1Cl. Reaction SMILES: [C:19](=[O:20])([O-:21])[O-:22].[CH2:13]1[CH2:14][O:15][CH2:16][CH2:17][NH:18]1.[CH3:1][O:2][C:3]([c:4]1[c:5]([Cl:11])[cH:6][c:7]([F:10])[cH:8][cH:9]1)=[O:12].[CH3:25][N:26]1[CH2:27][CH2:28][CH2:29][C:30]1=[O:31].[CH3:32][CH2:33][O:34][C:35](=[O:36])[CH3:37].[K+:23].[K+:24]>>[CH3:1][O:2][C:3]([c:4]1[c:5]([Cl:11])[cH:6][c:7]([N:18]2[CH2:13][CH2:14][O:15][CH2:16][CH2:17]2)[cH:8][cH:9]1)=[O:12]. The reactants are CCCCc1ccc(C#Cc2ccc(CN(CC)c3ccc(F)c(C(=O)OC)c3)cc2)cc1, CCO. Yields the product CCCCc1ccc(C#Cc2ccc(CN(CC)c3ccc(F)c(C(=O)O)c3)cc2)cc1. As a reaction SMILES: [CH2:1]([CH2:2][CH2:3][CH3:4])[c:5]1[cH:6][cH:7][c:8]([C:11]#[C:12][c:13]2[cH:14][cH:15][c:16]([CH2:17][N:18]([c:19]3[cH:20][cH:21][c:22]([F:29])[c:23]([C:24](=[O:25])[O:26][CH3:27])[cH:28]3)[CH2:30][CH3:31])[cH:32][cH:33]2)[cH:9][cH:10]1.[CH3:34][CH2:35][OH:36]>>[CH2:1]([CH2:2][CH2:3][CH3:4])[c:5]1[cH:6][cH:7][c:8]([C:11]#[C:12][c:13]2[cH:14][cH:15][c:16]([CH2:17][N:18]([c:19]3[cH:20][cH:21][c:22]([F:29])[c:23]([C:24](=[O:25])[OH:26])[cH:28]3)[CH2:30][CH3:31])[cH:32][cH:33]2)[cH:9][cH:10]1. The reactants are N (ammonia), Cl (hydrogen chloride), COC=1C=C(C=CC1)CC#N (3-methoxyphenylacetonitrile), N (ammonia). Solvent: C(C)O (ethanol), C(C)O (ethanol). Reaction conditions: time 3 day. The product is Cl.COC=1C=C(C=CC1)CC(=N)N (3-methoxy-phenylacetamidine hydrochloride). As a reaction SMILES: [ClH:1].[CH3:2][O:3][C:4]1[CH:5]=[C:6]([CH2:10][C:11]#[N:12])[CH:7]=[CH:8][CH:9]=1.[NH3:13]>C(O)C>[ClH:1].[CH3:2][O:3][C:4]1[CH:5]=[C:6]([CH2:10][C:11]([NH2:13])=[NH:12])[CH:7]=[CH:8][CH:9]=1 |f:4.5|. Procedure: Dry hydrogen chloride was passed into a mixture of 3-methoxyphenylacetonitrile (19.7 g.) and dry ethanol (6.8 g., 7.8 ml.) until a weight increase of 5 g. was obtained. The mixture was allowed to stand at room temperature for 3 days and the solid mass was broken up and treated portionwise, with vigorous shaking and occasional cooling, with a saturated solution of ammonia in dry ethanol. Addition was continued until a smell of ammonia persisted. The mixture was allowed to stand at room temperatur...